This data is from the Open Reaction Database (ORD), a public repository of structured organic reaction records. The task is: describe an organic reaction: reactants, conditions, products, and yield Reactants: C=CCc1cccc(Oc2ccccc2Cl)c1OC, CO, [K+], [OH-]. The product is CC=Cc1cccc(Oc2ccccc2Cl)c1OC. RXN SMILES: [CH3:1][O:2][c:3]1[c:4]([O:12][c:13]2[c:14]([Cl:19])[cH:15][cH:16][cH:17][cH:18]2)[cH:5][cH:6][cH:7][c:8]1[CH2:9][CH:10]=[CH2:11].[CH3:22][OH:23].[K+:21].[OH-:20]>>[CH3:1][O:2][c:3]1[c:4]([O:12][c:13]2[c:14]([Cl:19])[cH:15][cH:16][cH:17][cH:18]2)[cH:5][cH:6][cH:7][c:8]1[CH:9]=[CH:10][CH3:11].